From a dataset of the Open Reaction Database (ORD), a public repository of structured organic reaction records. describe an organic reaction: reactants, conditions, products, and yield The reactants are C1(CCC(=O)O1)=O (succinic anhydride), N(C1=CC=CC=C1)C1=CC(=C(C(=C1)C(C)(C)C)O)C(C)(C)C (4-anilino-2,6-di-t-butylphenol), C1(CCC(=O)O1)=O (succinic anhydride). Run in COCCOC (1,2-dimethoxyethane), COCCOC (1,2-dimethoxyethane). Product: C(C)(C)(C)C=1C=C(N(C2=CC=CC=C2)C(CCC(=O)O)=O)C=C(C1O)C(C)(C)C (4-(3,5-di-t-butyl-4-hydroxy-N-phenylanilino)-4-oxobutanoic acid). The yield is 93.1%. RXN SMILES: [C:1]1(=[O:7])[O:6][C:4](=[O:5])[CH2:3][CH2:2]1.[NH:8]([C:15]1[CH:20]=[C:19]([C:21]([CH3:24])([CH3:23])[CH3:22])[C:18]([OH:25])=[C:17]([C:26]([CH3:29])([CH3:28])[CH3:27])[CH:16]=1)[C:9]1[CH:14]=[CH:13][CH:12]=[CH:11][CH:10]=1>COCCOC>[C:21]([C:19]1[CH:20]=[C:15]([CH:16]=[C:17]([C:26]([CH3:29])([CH3:28])[CH3:27])[C:18]=1[OH:25])[N:8]([C:4](=[O:5])[CH2:3][CH2:2][C:1]([OH:6])=[O:7])[C:9]1[CH:14]=[CH:13][CH:12]=[CH:11][CH:10]=1)([CH3:24])([CH3:23])[CH3:22]. Procedure details: 1.5 g (0.015 mole) of succinic anhydride, 4.5 g (0.010 mole) of 4-anilino-2,6-di-t-butylphenol, and 10 ml of 1,2-dimethoxyethane were combined and heated at reflux for 48 hours. 1.5 g of succinic anhydride and 5 ml of 1,2-dimethoxyethane were added and the reaction was heated for an additional 24 hours. The reaction mixture was cooled in an ice bath. The resulting precipitate was collected, rinsed with a small amount of cold 1,2-dimethoxyethane, and recrystallized from a mixture of ethanol and w... Starting materials: [OH-].[Na+] (sodium hydroxide), CN(C)C=1C=C2CCC(NC2=CC1)C (6-(N,N-Dimethylamino)-2-methyltetrahydroquinoline), C(C)OC=C(C(=O)OCC)C(=O)OCC (diethyl ethoxymethylenemalonate), Polyphosphoric acid. Run in O (water). Conditions: temperature 120 celsius. The product is CN(C)C1=CC=2CCC(N3C=C(C(C(C23)=C1)=O)C(=O)OCC)C (ethyl 6,7-dihydro-9-(N,N-dimethylamino)-5-methyl-1-oxo-1H,5H-benzo[ij]quinolizine-2-carboxylate). As a reaction SMILES: [CH3:1][N:2]([C:4]1[CH:5]=[C:6]2[C:11](=[CH:12][CH:13]=1)[NH:10][CH:9]([CH3:14])[CH2:8][CH2:7]2)[CH3:3].C([O:17][CH:18]=[C:19]([C:25](OCC)=O)[C:20]([O:22][CH2:23][CH3:24])=[O:21])C.[OH-].[Na+]>O>[CH3:3][N:2]([C:4]1[CH:13]=[C:12]2[C:11]3[N:10]([CH:25]=[C:19]([C:20]([O:22][CH2:23][CH3:24])=[O:21])[C:18]2=[O:17])[CH:9]([CH3:14])[CH2:8][CH2:7][C:6]=3[CH:5]=1)[CH3:1] |f:2.3|. Procedure: 6-(N,N-Dimethylamino)-2-methyltetrahydroquinoline (25 g., 0.132 mole) is mixed with diethyl ethoxymethylenemalonate (28.4 g., 0.132 mole), and the mixture is heated at 120° C. for three hours. Polyphosphoric acid (200 g.) is added, and the solution is heated gradually to 120° C. with occasional stirring. The solution is maintained at 120° to 130° C. for one hour then poured into 500 ml. of water, with stirring. The solution is neutralized with 40 percent sodium hydroxide solution. The yellow pro... Reactants: O=C1NC2=C(C=CC(=C2C1SC)OC1=CC=CC=C1)Cl (2-Oxo-3-methylthio-4-phenoxy-7-chloroindoline). Reagents/catalysts: [Ni] (Raney nickel). Solvent: O1CCOCC1 (dioxane). Reaction conditions: temperature 70 celsius, time 2 hour. Product: O=C1NC2=C(C=CC(=C2C1)OC1=CC=CC=C1)Cl (2-oxo-4-phenoxy-7-chloroindoline). Isolated yield 84.4%. As a reaction SMILES: [O:1]=[C:2]1[CH:10](SC)[C:9]2[C:4](=[C:5]([Cl:20])[CH:6]=[CH:7][C:8]=2[O:13][C:14]2[CH:19]=[CH:18][CH:17]=[CH:16][CH:15]=2)[NH:3]1>[Ni].O1CCOCC1>[O:1]=[C:2]1[CH2:10][C:9]2[C:4](=[C:5]([Cl:20])[CH:6]=[CH:7][C:8]=2[O:13][C:14]2[CH:19]=[CH:18][CH:17]=[CH:16][CH:15]=2)[NH:3]1. Reported procedure: 2-Oxo-3-methylthio-4-phenoxy-7-chloroindoline (6 g) was added to a mixture of Raney nickel (15 ml) and dioxane (80 ml), and the mixture was stirred at 70° C. for 2 hours. The reaction mixture was allowed to stand at room temperature, and the supernatant was separated by decantation. To the residue was added dioxane (50 ml), and the supernatant was separated again. The dioxane solution was combined and filtered. The filtrate was evaporated in vacuo, and the residue was washed with diethyl ether a... The reactants are C1=CC(=CC=C1N)N (p-phenylenediamine), NC1=CC=C(C(=O)Cl)C=C1 (p-aminobenzoyl chloride), C(C1=CC=C(C(=O)O)C=C1)(=O)NN (Terephthalic acid hydrazide), NC1=CC=C(C(=O)NN)C=C1 (p-aminobenzoic acid hydrazide), C(C1=CC=C(C(=O)Cl)C=C1)(=O)Cl (terephthaloyl chloride). As a reaction SMILES: [C:1]([NH:12][NH2:13])(=[O:11])[C:2]1[CH:10]=[CH:9][C:5]([C:6]([OH:8])=O)=[CH:4][CH:3]=1.NC1C=CC(C([NH:21][NH2:22])=O)=CC=1.C1C(N)=CC=C(N)C=1.NC1C=CC(C(Cl)=O)=CC=1.C(Cl)(=O)C1C=CC(C(Cl)=O)=CC=1>>[C:6]([NH:21][NH2:22])(=[O:8])[C:5]1[CH:9]=[CH:10][C:2]([C:1]([NH:12][NH2:13])=[O:11])=[CH:3][CH:4]=1. Product: C(C1=CC=C(C(=O)NN)C=C1)(=O)NN (terephthalhydrazide), p-phenyleneterephthalamide. Procedure details: Terephthalic acid hydrazide, p-aminobenzoic acid hydrazide, p-phenylenediamine, p-aminobenzoyl chloride and terephthaloyl chloride are properly combined, and a 5 wt% solution of polyamide resin comprising 33 mol% of terephthalhydrazide, 33 mol% of p-benzamide, and 33 mol% of p-phenyleneterephthalamide is obtained by low temperature (about 10° to 35° C.) solution polymerization process. The solvent used for the solution polymerization is preferably dimethylacetamide and calcium chloride is contai... Starting materials: CCOC(=O)C(C)Cc1cccc(OCc2c(C)cccc2C)c1, CCO, Cl, [Na+], [OH-]. The product is Cc1cccc(C)c1COc1cccc(CC(C)C(=O)O)c1. As a reaction SMILES: [CH3:1][c:2]1[c:3]([CH2:4][O:5][c:6]2[cH:7][c:8]([CH2:12][CH:13]([C:14](=[O:15])[O:16][CH2:17][CH3:18])[CH3:19])[cH:9][cH:10][cH:11]2)[c:20]([CH3:24])[cH:21][cH:22][cH:23]1.[CH3:28][CH2:29][OH:30].[ClH:27].[Na+:26].[OH-:25]>>[CH3:1][c:2]1[c:3]([CH2:4][O:5][c:6]2[cH:7][c:8]([CH2:12][CH:13]([C:14](=[O:15])[OH:16])[CH3:19])[cH:9][cH:10][cH:11]2)[c:20]([CH3:24])[cH:21][cH:22][cH:23]1. Starting materials: C(C1=CC=CC=C1)O[C@H]1[C@@H](OC)O[C@@H]([C@H]([C@@H]1OCC1=CC=CC=C1)CO)COCC1=CC=CC=C1 (methyl 2,3,6-tri-O-benzyl-4-deoxy-4-hydroxymethyl-α-D-glucopyranoside), C(C1=CC=CC=C1)O[C@H]1[C@@H](OC)O[C@@H]([C@H]([C@@H]1OCC1=CC=CC=C1)COS(=O)(=O)C(F)(F)F)COCC1=CC=CC=C1.OS(=O)(=O)C(F)(F)F (triflate methyl 2,3,6-tri-O-benzyl-4-deoxy-4-trifluoromethylsulfonyloxymethyl-α-D-glucopyranoside), N1=CC=CC=C1 (pyridine), FC(S(=O)(=O)OS(=O)(=O)C(F)(F)F)(F)F (trifluoromethanesulfonic anhydride). Solvent: C(Cl)Cl (methylene chloride), C(Cl)Cl (methylene chloride). Conditions: temperature -10 celsius, time 15 minute. The product is C(C1=CC=CC=C1)O[C@H]1[C@@H](OC)O[C@@H]([C@H]([C@@H]1OCC1=CC=CC=C1)COS(=O)(=O)C(F)(F)F)COCC1=CC=CC=C1 (METHYL 2,3,6-TRI-O-BENZYL-4-DEOXY-4-TRIFLUOROMETHYLSULFONYLOXYMETHYL-α-D-GLUCOPYRANOSIDE). As a reaction SMILES: N1C=CC=CC=1.FC(F)(F)S(OS(C(F)(F)F)(=O)=O)(=O)=O.C(O[C@@H]1[C@@H](OCC2C=CC=CC=2)[C@H](CO)[C@@H](COCC2C=CC=CC=2)O[C@@H]1OC)C1C=CC=CC=1.[CH2:57]([O:64][C@@H:65]1[C@@H:72]([O:73][CH2:74][C:75]2[CH:80]=[CH:79][CH:78]=[CH:77][CH:76]=2)[C@H:71]([CH2:81][O:82][S:83]([C:86]([F:89])([F:88])[F:87])(=[O:85])=[O:84])[C@@H:70]([CH2:90][O:91][CH2:92][C:93]2[CH:98]=[CH:97][CH:96]=[CH:95][CH:94]=2)[O:69][C@@H:66]1[O:67][CH3:68])[C:58]1[CH:63]=[CH:62][CH:61]=[CH:60][CH:59]=1.OS(C(F)(F)F)(=O)=O>C(Cl)Cl>[CH2:57]([O:64][C@@H:65]1[C@@H:72]([O:73][CH2:74][C:75]2[CH:80]=[CH:79][CH:78]=[CH:77][CH:76]=2)[C@H:71]([CH2:81][O:82][S:83]([C:86]([F:88])([F:89])[F:87])(=[O:84])=[O:85])[C@@H:70]([CH2:90][O:91][CH2:92][C:93]2[CH:94]=[CH:95][CH:96]=[CH:97][CH:98]=2)[O:69][C@@H:66]1[O:67][CH3:68])[C:58]1[CH:63]=[CH:62][CH:61]=[CH:60][CH:59]=1 |f:3.4|. Reported procedure: To a solution of dry pyridine (0.45 mL) in methylene chloride (30 mL) cooled to -15° C. is added trifluoromethanesulfonic anhydride (0.84 mL). The mixture is stirred during 15 min at -10° C., then methyl 2,3,6-tri-O-benzyl-4-deoxy-4-hydroxymethyl-α-D-glucopyranoside (1.19 g, 2.49 mmol) in methylene chloride (5 mL) is added. The mixture is stirred during 1.5 h at -10° C. The reaction mixture is washed with water. The organic layer is dried over sodium sulfate, filtered and concentrated under redu... Starting materials: C=CC(=O)Cl, O=C([O-])O, CCN(C(C)C)C(C)C, ClCCl, COC(=O)c1cc(Cl)c(N)cc1OC, [Na+]. Product: C=CC(=O)Nc1cc(OC)c(C(=O)OC)cc1Cl. As a reaction SMILES: [C:24]([CH:25]=[CH2:26])(=[O:27])[Cl:28].[C:29](=[O:30])([OH:31])[O-:32].[CH:15]([N:16]([CH:17]([CH3:18])[CH3:19])[CH2:20][CH3:21])([CH3:22])[CH3:23].[Cl:34][CH2:35][Cl:36].[NH2:1][c:2]1[cH:3][c:4]([O:13][CH3:14])[c:5]([C:6](=[O:7])[O:8][CH3:9])[cH:10][c:11]1[Cl:12].[Na+:33]>>[NH:1]([c:2]1[cH:3][c:4]([O:13][CH3:14])[c:5]([C:6](=[O:7])[O:8][CH3:9])[cH:10][c:11]1[Cl:12])[C:24]([CH:25]=[CH2:26])=[O:27]. The reactants are ClC=1C=C(C=C(C1F)Cl)C(/C=C/C=1C=C2CCN(C2=CC1)N=O)C(F)(F)F ((E)-5-(3-(3,5-dichloro-4-fluorophenyl)-4,4,4-trifluorobut-1-enyl)-1-nitrosoindoline), [NH4+].[Cl-] (NH4Cl). The reagents and catalysts are [Zn] (zinc). Run in CO (MeOH), O (water), C(Cl)Cl (CH2Cl2). Reaction conditions: time 3 hour. The product is ClC=1C=C(C=C(C1F)Cl)C(/C=C/C=1C=C2CCN(C2=CC1)N)C(F)(F)F ((E)-5-(3-(3,5-Dichloro-4-fluorophenyl)-4,4,4-trifluorobut-1-en-1-yl)indolin-1-amine), material. Reaction SMILES: [Cl:1][C:2]1[CH:3]=[C:4]([CH:10]([C:24]([F:27])([F:26])[F:25])/[CH:11]=[CH:12]/[C:13]2[CH:14]=[C:15]3[C:19](=[CH:20][CH:21]=2)[N:18]([N:22]=O)[CH2:17][CH2:16]3)[CH:5]=[C:6]([Cl:9])[C:7]=1[F:8].[NH4+].[Cl-]>CO.O.C(Cl)Cl.[Zn]>[Cl:1][C:2]1[CH:3]=[C:4]([CH:10]([C:24]([F:25])([F:26])[F:27])/[CH:11]=[CH:12]/[C:13]2[CH:14]=[C:15]3[C:19](=[CH:20][CH:21]=2)[N:18]([NH2:22])[CH2:17][CH2:16]3)[CH:5]=[C:6]([Cl:9])[C:7]=1[F:8] |f:1.2|. Reported procedure: To (E)-5-(3-(3,5-dichloro-4-fluorophenyl)-4,4,4-trifluorobut-1-enyl)-1-nitrosoindoline (0.1 g, 0.2 mmol) in MeOH(10.0 mL) was added zinc powder (77.5 mg) and NH4Cl (36.9 mg, 0.69 mmol) in water (2.0 mL). The reaction mixture was stirred at ambient temperature for 3 h. The reaction mixture was diluted with CH2Cl2 and the CH2Cl2 layer was washed with water and brine solution. The separated CH2Cl2 layer was dried over anhydrous Na2SO4 and concentrated under reduced pressure to afford the crude comp... The reactants are C(C=C)(=O)Cl (acryloyl chloride), CN([C@H]1CN(CC1)C1=C(C=C(C(=C1)OC)NC1=NC=CC(=N1)C=1C=NN2C1C=CC=C2)N)C (4-[(3R)-3-dimethylaminopyrrolidin-1-yl]-6-methoxy-N-(4-pyrazolo[1,5-a]pyridin-3-ylpyrimidin-2-yl)benzene-1,3-diamine), CN([C@H]1CN(CC1)C1=C(C=C(C(=C1)OC)NC1=NC=CC(=N1)C=1C=NN2C1C=CC=C2)N)C (4-[(3R)-3-dimethylaminopyrrolidin-1-yl]-6-methoxy-N-(4-pyrazolo[1,5-a]pyridin-3-ylpyrimidin-2-yl)benzene-1,3-diamine). Solvent: C(Cl)Cl (CH2Cl2), C(Cl)Cl (CH2Cl2), CO.C(Cl)Cl (CH3OH CH2Cl2). Reaction conditions: time 0.5 hour. Product: CN([C@H]1CN(CC1)C1=C(C=C(C(=C1)OC)NC1=NC=CC(=N1)C=1C=NN2C1C=CC=C2)NC(C=C)=O)C (N-{2-[(3R)-3-Dimethylaminopyrrolidin-1-yl]-4-methoxy-5-[(4-pyrazolo[1,5-a]pyridin-3-ylpyrimidin-2-yl)amino]phenyl}prop-2-enamide). Isolated yield 78.1%. RXN SMILES: [C:1](Cl)(=[O:4])[CH:2]=[CH2:3].[CH3:6][N:7]([CH3:38])[C@@H:8]1[CH2:12][CH2:11][N:10]([C:13]2[CH:18]=[C:17]([O:19][CH3:20])[C:16]([NH:21][C:22]3[N:27]=[C:26]([C:28]4[CH:29]=[N:30][N:31]5[CH:36]=[CH:35][CH:34]=[CH:33][C:32]=45)[CH:25]=[CH:24][N:23]=3)=[CH:15][C:14]=2[NH2:37])[CH2:9]1>C(Cl)Cl.CO.C(Cl)Cl>[CH3:38][N:7]([CH3:6])[C@@H:8]1[CH2:12][CH2:11][N:10]([C:13]2[CH:18]=[C:17]([O:19][CH3:20])[C:16]([NH:21][C:22]3[N:27]=[C:26]([C:28]4[CH:29]=[N:30][N:31]5[CH:36]=[CH:35][CH:34]=[CH:33][C:32]=45)[CH:25]=[CH:24][N:23]=3)=[CH:15][C:14]=2[NH:37][C:1](=[O:4])[CH:2]=[CH2:3])[CH2:9]1 |f:3.4|. Reported procedure: A solution of acryloyl chloride (64 μL, 0.79 mmol) in CH2Cl2 (4 mL) was added dropwise over 10 minutes to 4-[(3R)-3-dimethylaminopyrrolidin-1-yl]-6-methoxy-N-(4-pyrazolo[1,5-a]pyridin-3-ylpyrimidin-2-yl)benzene-1,3-diamine (Intermediate 153, 336 mg, 0.76 mmol) in CH2Cl2 (11 mL), which was cooled in an ice/CH3OH bath. The mixture was stirred for 0.5 h, and was then diluted with 10% CH3OH/CH2Cl2. The resulting solution was washed with sat.NaHCO3, dried (MgSO4) and concentrated in vacuo. Purificati...